Dataset: the Open Reaction Database (ORD), a public repository of structured organic reaction records. Task: describe an organic reaction: reactants, conditions, products, and yield Reactants: BrC1=CC=C(C=O)C=C1 (4-Bromobenzaldehyde), COC=1C=C(CC#N)C=CC1OC (3,4-dimethoxybenzyl cyanide). Yields the product BrC1=CC=C(C=C1)\C=C(/C#N)\C1=CC(=C(C=C1)OC)OC ((Z)-3-(4-bromo-phenyl)-2-(3,4-dimethoxy-phenyl)-acrylonitrile). Isolated yield 78.6%. As a reaction SMILES: [Br:1][C:2]1[CH:9]=[CH:8][C:5]([CH:6]=O)=[CH:4][CH:3]=1.[CH3:10][O:11][C:12]1[CH:13]=[C:14]([CH:18]=[CH:19][C:20]=1[O:21][CH3:22])[CH2:15][C:16]#[N:17]>>[Br:1][C:2]1[CH:9]=[CH:8][C:5](/[CH:6]=[C:15](/[C:14]2[CH:18]=[CH:19][C:20]([O:21][CH3:22])=[C:12]([O:11][CH3:10])[CH:13]=2)\[C:16]#[N:17])=[CH:4][CH:3]=1. Procedure: 4-Bromobenzaldehyde (2.0 g) and 3,4-dimethoxybenzyl cyanide (1.9 g) were subjected to condensation in accordance with process A of (production process 2), to thereby produce the target product (2.9 g, yield: 78%). Run in CO (MeOH). Procedure: To an ice-cold solution of 3-(2-aminoethylthio)-N-(4-(4-fluoro-2-methoxyphenyl)pyridin-3-yl)-N-methyl-5-(trifluoromethyl)benzamide (0.064 g, 133 μmol, example 237) in MeOH (2 mL) and water (0.5 mL) was added oxone (205 mg, 334 μmol) and the white suspension was stirred at room temperature for 4.5 hours. The reaction mixture was poured on 10% aqueous Na2S2O3 solution and EtOAc and the layers were separated. The aqueous layer was extracted twice with EtOAc. The organic layers were washed once with... Conditions: time 4.5 hour. Product: NCCS(=O)(=O)C=1C=C(C(=O)N(C)C=2C=NC=CC2C2=C(C=C(C=C2)F)OC)C=C(C1)C(F)(F)F (3-(2-Amino-ethanesulfonyl)-N-[4-(4-fluoro-2-methoxy-phenyl)-pyridin-3-yl]-N-methyl-5-trifluoromethyl-benzamide). Starting materials: [O-]S(=O)(=S)[O-].[Na+].[Na+] (Na2S2O3), CCOC(=O)C (EtOAc), ice, NCCSC=1C=C(C(=O)N(C)C=2C=NC=CC2C2=C(C=C(C=C2)F)OC)C=C(C1)C(F)(F)F (3-(2-Amino-ethylsulfanyl)-N-[4-(4-fluoro-2-methoxy-phenyl)-pyridin-3-yl]-N-methyl-5-trifluoromethyl-benzamide), OOS(=O)[O-].[K+] (oxone), O (water). As a reaction SMILES: [NH2:1][CH2:2][CH2:3][S:4][C:5]1[CH:6]=[C:7]([CH:27]=[C:28]([C:30]([F:33])([F:32])[F:31])[CH:29]=1)[C:8]([N:10]([C:12]1[CH:13]=[N:14][CH:15]=[CH:16][C:17]=1[C:18]1[CH:23]=[CH:22][C:21]([F:24])=[CH:20][C:19]=1[O:25][CH3:26])[CH3:11])=[O:9].[OH:34]OS([O-])=O.[K+].[O-]S([O-])(=S)=O.[Na+].[Na+].CCOC(C)=O.[OH2:53]>CO>[NH2:1][CH2:2][CH2:3][S:4]([C:5]1[CH:6]=[C:7]([CH:27]=[C:28]([C:30]([F:32])([F:33])[F:31])[CH:29]=1)[C:8]([N:10]([C:12]1[CH:13]=[N:14][CH:15]=[CH:16][C:17]=1[C:18]1[CH:23]=[CH:22][C:21]([F:24])=[CH:20][C:19]=1[O:25][CH3:26])[CH3:11])=[O:9])(=[O:34])=[O:53] |f:1.2,3.4.5|. Product: [N-]=[N+]=NCC1CN(c2ccc(N3CCC(=O)C(F)C3)c(F)c2)C(=O)O1. As a reaction SMILES: [CH3:1][O:2][C:3]1([O:27][CH3:28])[CH:4]([F:26])[CH2:5][N:6]([c:9]2[c:10]([F:25])[cH:11][c:12]([N:15]3[C:16](=[O:24])[O:17][CH:18]([CH2:20][N:21]=[N+:22]=[N-:23])[CH2:19]3)[cH:13][cH:14]2)[CH2:7][CH2:8]1.[CH3:29][S:30][CH3:31].[CH3:32][C:33](=[O:34])[Cl:35].[Cl-:36].[Cl-:38].[Zn+2:37]>>[O:2]=[C:3]1[CH:4]([F:26])[CH2:5][N:6]([c:9]2[c:10]([F:25])[cH:11][c:12]([N:15]3[C:16](=[O:24])[O:17][CH:18]([CH2:20][N:21]=[N+:22]=[N-:23])[CH2:19]3)[cH:13][cH:14]2)[CH2:7][CH2:8]1. Starting materials: COC1(OC)CCN(c2ccc(N3CC(CN=[N+]=[N-])OC3=O)cc2F)CC1F, CSC, CC(=O)Cl, [Cl-], [Cl-], [Zn+2]. Starting materials: N1=C(C=CC2=CC=CC=C12)OCCCCCCCCCC=O (10-(2-Quinolinyloxy)decan-1-al), C[Mg]I (methyl magnesium iodide), [Mg] (magnesium), IC (iodomethane). The solvent is C(C)OCC (diethyl ether), CCOCC (ether). The product is N1=C(C=CC2=CC=CC=C12)OCCCCCCCCCC(C)O (11-(2-quinolinyloxy)undecan-2-ol). RXN SMILES: [N:1]1[C:10]2[C:5](=[CH:6][CH:7]=[CH:8][CH:9]=2)[CH:4]=[CH:3][C:2]=1[O:11][CH2:12][CH2:13][CH2:14][CH2:15][CH2:16][CH2:17][CH2:18][CH2:19][CH2:20][CH:21]=[O:22].[CH3:23][Mg]I.[Mg].IC>C(OCC)C>[N:1]1[C:10]2[C:5](=[CH:6][CH:7]=[CH:8][CH:9]=2)[CH:4]=[CH:3][C:2]=1[O:11][CH2:12][CH2:13][CH2:14][CH2:15][CH2:16][CH2:17][CH2:18][CH2:19][CH2:20][CH:21]([OH:22])[CH3:23]. Reported procedure: 10-(2-Quinolinyloxy)decan-1-al (3.5 g) in dry diethyl ether (15 ml was treated with methyl magnesium iodide in dry ether (2 ml) prepared from magnesium (0.29 g) and iodomethane (0.75 ml). After quenching with satd. aqueous ammonium chloride the reaction was worked-up in the usual manner and the crude product purified by column chromatography on silica (8:2, hexane:ether) to give 11-(2-quinolinyloxy)undecan-2-ol (1.24 g). Starting materials: COc1cccc(C(=O)NN)c1, CC(=O)O, O=C1Nc2ccc(I)cc2C1=O. Product: COc1cccc(C(=O)NN=C2C(=O)Nc3ccc(I)cc32)c1. RXN SMILES: [CH3:13][O:14][c:15]1[cH:16][c:17]([C:18](=[O:19])[NH:20][NH2:21])[cH:22][cH:23][cH:24]1.[CH3:25][C:26](=[O:27])[OH:28].[I:1][c:2]1[cH:3][c:4]2[c:8]([cH:9][cH:10]1)[NH:7][C:6](=[O:11])[C:5]2=[O:12]>>[I:1][c:2]1[cH:3][c:4]2[c:8]([cH:9][cH:10]1)[NH:7][C:6](=[O:11])[C:5]2=[N:21][NH:20][C:18]([c:17]1[cH:16][c:15]([O:14][CH3:13])[cH:24][cH:23][cH:22]1)=[O:19]. The reactants are C(C)(C)(C)OC(=O)NC12CN(CCC2C1)C1=C(C=C2C(C(=CN(C2=C1)C1CC1)C(=O)O)=O)F (7-(1-tert-Butoxycarbonylamino-3-azabicyclo[4.1.0]hept-3-yl)-1-cyclopropyl-6-fluoro-1,4-dihydro-4-oxo-quinoline-3-carboxylic acid), Cl (hydrochloric acid). The product is Cl.NC12CN(CCC2C1)C1=C(C=C2C(C(=CN(C2=C1)C1CC1)C(=O)O)=O)F (7-(1-Amino-3-azabicyclo[4.1.0]hept-3-yl)-1-cyclopropyl-6-fluoro-1,4-dihydro-4-oxo-quinoline-3-carboxylic acid, hydrochloride salt). The yield is 62.0%. Reaction SMILES: C(OC([NH:8][C:9]12[CH2:15][CH:14]1[CH2:13][CH2:12][N:11]([C:16]1[CH:25]=[C:24]3[C:19]([C:20](=[O:32])[C:21]([C:29]([OH:31])=[O:30])=[CH:22][N:23]3[CH:26]3[CH2:28][CH2:27]3)=[CH:18][C:17]=1[F:33])[CH2:10]2)=O)(C)(C)C.[ClH:34]>>[ClH:34].[NH2:8][C:9]12[CH2:15][CH:14]1[CH2:13][CH2:12][N:11]([C:16]1[CH:25]=[C:24]3[C:19]([C:20](=[O:32])[C:21]([C:29]([OH:31])=[O:30])=[CH:22][N:23]3[CH:26]3[CH2:27][CH2:28]3)=[CH:18][C:17]=1[F:33])[CH2:10]2 |f:2.3|. Procedure details: According to the procedure of Example 34B, the compound of Step A (287.2 mg, 0.63 mmol) was converted with hydrochloric acid to provide the title compound, mp 235° C. (152.4 mg, 0.387 mmol, 62% yield). The reactants are ice, C1(=CC=CC=C1)CCCCCCO (6-phenylhexanol), C(Br)(Br)(Br)Br (carbon tetrabromide), C1(=CC=CC=C1)P(C1=CC=CC=C1)C1=CC=CC=C1 (triphenylphosphine). Run in C(Cl)Cl (methylene chloride), C(Cl)Cl (methylene chloride). Conditions: time 2.5 hour. Yields the product C1(=CC=CC=C1)CCCCCCBr (6-phenylhexyl bromide). RXN SMILES: [C:1]1([CH2:7][CH2:8][CH2:9][CH2:10][CH2:11][CH2:12]O)[CH:6]=[CH:5][CH:4]=[CH:3][CH:2]=1.C(Br)(Br)(Br)[Br:15].C1(P(C2C=CC=CC=2)C2C=CC=CC=2)C=CC=CC=1>C(Cl)Cl>[C:1]1([CH2:7][CH2:8][CH2:9][CH2:10][CH2:11][CH2:12][Br:15])[CH:6]=[CH:5][CH:4]=[CH:3][CH:2]=1. Procedure details: A solution of 6-phenylhexanoic acid (19.8 mmoles) in sieve dried tetrahydrofuran (5 ml) was reduced with diborane in tetrahydrofuran (30 ml, 29.1 mmoles) at 0° C. for 4 hours to give 6-phenylhexanol. To an ice cold solution of the hexanol (ca. 19.8 mmoles) and carbon tetrabromide (21.98 mmoles) in methylene chloride (50 ml) was added triphenylphosphine (22.30 mmoles) in methylene chloride (50 ml) and the resulting solution was stirred for 2.5 hours. The volatiles were evaporated and the residue ... Starting materials: ClCCCl, Cc1ccc(-c2cc(C(=O)O)cc(C(O)C(F)(F)F)c2)cc1, CCOC(C)=O, CCN(C(C)C)C(C)C, [Cl-], NCC(F)(F)F, [Li+], [Na+], O=C([O-])O, CN(C)C=O, On1nnc2cccnc21. The product is Cc1ccc(-c2cc(C(=O)NCC(F)(F)F)cc(C(O)C(F)(F)F)c2)cc1. As a reaction SMILES: [CH2:48]([Cl:49])[CH2:50][Cl:51].[CH3:1][c:2]1[cH:3][cH:4][c:5](-[c:8]2[cH:9][c:10]([C:20](=[O:21])[OH:22])[cH:11][c:12]([CH:14]([C:15]([F:16])([F:17])[F:18])[OH:19])[cH:13]2)[cH:6][cH:7]1.[CH3:59][CH2:60][O:61][C:62]([CH3:63])=[O:64].[CH:33]([N:34]([CH2:35][CH3:36])[CH:37]([CH3:38])[CH3:39])([CH3:40])[CH3:41].[Cl-:57].[F:42][C:43]([CH2:44][NH2:45])([F:46])[F:47].[Li+:58].[Na+:56].[O-:52][C:53]([OH:54])=[O:55].[O:65]=[CH:66][N:67]([CH3:68])[CH3:69].[OH:23][n:24]1[c:25]2[n:26][cH:27][cH:28][cH:29][c:30]2[n:31][n:32]1>>[CH3:1][c:2]1[cH:3][cH:4][c:5](-[c:8]2[cH:9][c:10]([C:20](=[O:22])[NH:45][CH2:44][C:43]([F:42])([F:46])[F:47])[cH:11][c:12]([CH:14]([C:15]([F:16])([F:17])[F:18])[OH:19])[cH:13]2)[cH:6][cH:7]1. Conditions: time 10 minute. The solvent is C(Cl)Cl (DCM). RXN SMILES: [CH:1]1([N:6]2[C:14]3[CH:13]=[C:12]([C:15]4[CH:20]=[CH:19][CH:18]=[C:17]([O:21][CH2:22][CH2:23][CH2:24]O)[CH:16]=4)[CH:11]=[C:10]([C:26]([NH:28][CH2:29][C:30]4[C:31](=[O:38])[NH:32][C:33]([CH3:37])=[CH:34][C:35]=4[CH3:36])=[O:27])[C:9]=3[CH:8]=[N:7]2)[CH2:5][CH2:4][CH2:3][CH2:2]1.C1(P(C2C=CC=CC=2)C2C=CC=CC=2)C=CC=CC=1.C(Br)(Br)(Br)[Br:59].O>C(Cl)Cl>[Br:59][CH2:24][CH2:23][CH2:22][O:21][C:17]1[CH:16]=[C:15]([C:12]2[CH:11]=[C:10]([C:26]([NH:28][CH2:29][C:30]3[C:31](=[O:38])[NH:32][C:33]([CH3:37])=[CH:34][C:35]=3[CH3:36])=[O:27])[C:9]3[CH:8]=[N:7][N:6]([CH:1]4[CH2:5][CH2:4][CH2:3][CH2:2]4)[C:14]=3[CH:13]=2)[CH:20]=[CH:19][CH:18]=1. Isolated yield 71.3%. Product: BrCCCOC=1C=C(C=CC1)C=1C=C(C=2C=NN(C2C1)C1CCCC1)C(=O)NCC=1C(NC(=CC1C)C)=O (6-(3-(3-bromopropoxy) phenyl)-1-cyclopentyl-N-((4,6-dimethyl-2-oxo-1,2-dihydropyridin-3-yl)methyl)-1H-indazole-4-carboxamide). The reactants are C1(CCCC1)N1N=CC=2C(=CC(=CC12)C1=CC(=CC=C1)OCCCO)C(=O)NCC=1C(NC(=CC1C)C)=O (1-cyclopentyl-N-((4,6-dimethyl-2-oxo-1,2-dihydropyridin-3-yl)methyl)-6-(3-(3-hydroxypropoxyl)phenyl)-1H-indazole-4-carboxamide), C1(=CC=CC=C1)P(C1=CC=CC=C1)C1=CC=CC=C1 (triphenyl phosphine), O (water), C(Br)(Br)(Br)Br (CBr4). Procedure details: To a stirred solution of 1-cyclopentyl-N-((4,6-dimethyl-2-oxo-1,2-dihydropyridin-3-yl)methyl)-6-(3-(3-hydroxypropoxyl)phenyl)-1H-indazole-4-carboxamide (0.35 g, 0.68 mmol) in DCM (5 mL), triphenyl phosphine (0.285 g, 1.08 mmol) was added and the reaction mixture stirred at room temperature for 10 min. Finally CBr4 (0.36 g, 1.08 mmol) was added portion wise and resulting solution was stirred at room temperature for 4 h. On completion, water was added to the reaction mixture and extracted with 5% ...